This data is from the Open Reaction Database (ORD), a public repository of structured organic reaction records. The task is: describe an organic reaction: reactants, conditions, products, and yield The reactants are CNC(C(CC1=CC=CC=C1)N1CC2=C(CC(C1=O)N)C=CC=C2)=O (2-(4-amino-3-oxo-1,3,4,5-tetrahydro-benzo[c]azepin-2-yl)-3-phenyl-propionic acid, N-methyl amide), BrC(C(=O)O)CCCCN1C(C=2C(C1=O)=CC=CC2)=O (2-bromo-6-phthalimidohexanoic acid). Product: CNC(C(CC1=CC=CC=C1)N1CC2=C(CC(C1=O)NC(C(CCCCN1C(C=3C(C1=O)=CC=CC3)=O)Br)=O)C=CC=C2)=O (2-(4-(2-bromo-6-phthalimidohexanoyl-amino)-3-oxo-1,3,4,5-tetrahydro-benzo[c]azepin-2-yl)-3-phenyl-propionic acid, N-methyl amide). Reaction SMILES: [CH3:1][NH:2][C:3](=[O:25])[CH:4]([N:12]1[C:18](=[O:19])[CH:17]([NH2:20])[CH2:16][C:15]2[CH:21]=[CH:22][CH:23]=[CH:24][C:14]=2[CH2:13]1)[CH2:5][C:6]1[CH:11]=[CH:10][CH:9]=[CH:8][CH:7]=1.[Br:26][CH:27]([CH2:31][CH2:32][CH2:33][CH2:34][N:35]1[C:39](=[O:40])[C:38]2=[CH:41][CH:42]=[CH:43][CH:44]=[C:37]2[C:36]1=[O:45])[C:28](O)=[O:29]>>[CH3:1][NH:2][C:3](=[O:25])[CH:4]([N:12]1[C:18](=[O:19])[CH:17]([NH:20][C:28](=[O:29])[CH:27]([Br:26])[CH2:31][CH2:32][CH2:33][CH2:34][N:35]2[C:39](=[O:40])[C:38]3=[CH:41][CH:42]=[CH:43][CH:44]=[C:37]3[C:36]2=[O:45])[CH2:16][C:15]2[CH:21]=[CH:22][CH:23]=[CH:24][C:14]=2[CH2:13]1)[CH2:5][C:6]1[CH:7]=[CH:8][CH:9]=[CH:10][CH:11]=1. Procedure details: Prepare by the method of Example 3.1 using 2-(4-amino-3-oxo-1,3,4,5-tetrahydro-benzo[c]azepin-2-yl)-3-phenyl-propionic acid, N-methyl amide and 2-bromo-6-phthalimidohexanoic acid to give the title compound.